This data is from the Open Reaction Database (ORD), a public repository of structured organic reaction records. The task is: describe an organic reaction: reactants, conditions, products, and yield Starting materials: COc1ccccc1, COc1ccc(COc2ccc(C3CCC(OCc4c(-c5c(Cl)cccc5Cl)noc4C4CC4)CC3)cc2)cc1, ClCCl, O=C(O)C(F)(F)F. Product: Oc1ccc(C2CCC(OCc3c(-c4c(Cl)cccc4Cl)noc3C3CC3)CC2)cc1. As a reaction SMILES: [CH3:41][O:42][c:43]1[cH:44][cH:45][cH:46][cH:47][cH:48]1.[CH:1]1([c:4]2[c:5]([CH2:17][O:18][CH:19]3[CH2:20][CH2:21][CH:22]([c:25]4[cH:26][cH:27][c:28]([O:31][CH2:32][c:33]5[cH:34][cH:35][c:36]([O:37][CH3:38])[cH:39][cH:40]5)[cH:29][cH:30]4)[CH2:23][CH2:24]3)[c:6](-[c:9]3[c:10]([Cl:16])[cH:11][cH:12][cH:13][c:14]3[Cl:15])[n:7][o:8]2)[CH2:2][CH2:3]1.[Cl:56][CH2:57][Cl:58].[OH:49][C:50]([C:51]([F:52])([F:53])[F:54])=[O:55]>>[CH:1]1([c:4]2[c:5]([CH2:17][O:18][CH:19]3[CH2:20][CH2:21][CH:22]([c:25]4[cH:26][cH:27][c:28]([OH:31])[cH:29][cH:30]4)[CH2:23][CH2:24]3)[c:6](-[c:9]3[c:10]([Cl:16])[cH:11][cH:12][cH:13][c:14]3[Cl:15])[n:7][o:8]2)[CH2:2][CH2:3]1. Reactants: BrC1=C2C=CC(NC2=CC=N1)=O (5-bromo-1,6-naphthyridin-2(1H)-one), CC1=NNC=C1 (3-methyl-1H-pyrazole), CN1C(CCC1)=O (N-methylpyrrolidinone), BrC1=C2C=CC(NC2=CC=N1)=O (5-bromo-1,6-naphthyridin-2(1H)-one). Solvent: O (water). Reaction conditions: temperature 200 celsius. Yields the product CC1=NN(C=C1)C1=C2C=CC(NC2=CC=N1)=O (5-(3-methyl-1H-pyrazol-1-yl)-1,6-naphthyridin-2(1H)-one). RXN SMILES: Br[C:2]1[N:11]=[CH:10][CH:9]=[C:8]2[C:3]=1[CH:4]=[CH:5][C:6](=[O:12])[NH:7]2.[CH3:13][C:14]1[CH:18]=[CH:17][NH:16][N:15]=1.CN1CCCC1=O>O>[CH3:13][C:14]1[CH:18]=[CH:17][N:16]([C:2]2[N:11]=[CH:10][CH:9]=[C:8]3[C:3]=2[CH:4]=[CH:5][C:6](=[O:12])[NH:7]3)[N:15]=1. Reported procedure: A stirred mixture containing 13.5 g of 5-bromo-1,6-naphthyridin-2(1H)-one, 18 ml of 3-methyl-1H-pyrazole and 75 ml of N-methylpyrrolidinone was heated in an oil bath at 170°-180° C. for 18 hours, after which a tlc analysis indicated some remaining starting material. The temperature of the oil bath was raised to 200° C.; and, the reaction mixture was heated for an additional 5 hours and then poured into water. The solid that separated was collected, dried and combined with 1.7 g of corresponding ... RXN SMILES: [CH:1]([C:3]1[NH:7][C:6]([CH3:8])=[C:5]([C:9]2[CH:17]=[CH:16][C:12]([C:13]([OH:15])=O)=[CH:11][CH:10]=2)[C:4]=1[CH3:18])=[O:2].[CH3:19][N:20]1[CH2:25][CH2:24][NH:23][CH2:22][CH2:21]1>>[CH3:18][C:4]1[C:5]([C:9]2[CH:10]=[CH:11][C:12]([C:13]([N:23]3[CH2:24][CH2:25][N:20]([CH3:19])[CH2:21][CH2:22]3)=[O:15])=[CH:16][CH:17]=2)=[C:6]([CH3:8])[NH:7][C:3]=1[CH:1]=[O:2]. Reactants: C(=O)C1=C(C(=C(N1)C)C1=CC=C(C(=O)O)C=C1)C (4-(5-Formyl-2,4-dimethyl-1H-pyrrol-3-yl)-benzoic acid), CN1CCNCC1 (1-methylpiperazine). Reported procedure: 4-(5-Formyl-2,4-dimethyl-1H-pyrrol-3-yl)-benzoic acid was reacted with 1-methylpiperazine using General Amidation Procedure 1 to give 3,5-dimethyl-4-[4-(4-methyl-piperazine-1-carbonyl)-phenyl]-1H-pyrrole-2-carbaldehyde. MS m/z 326 [M+1]. Yields the product CC1=C(NC(=C1C1=CC=C(C=C1)C(=O)N1CCN(CC1)C)C)C=O (3,5-dimethyl-4-[4-(4-methyl-piperazine-1-carbonyl)-phenyl]-1H-pyrrole-2-carbaldehyde).